Dataset: the Open Reaction Database (ORD), a public repository of structured organic reaction records. Task: describe an organic reaction: reactants, conditions, products, and yield The reactants are N#CCNC(=O)C1CC(S(=O)(=O)c2ccccc2)CN1, O=CC1CCCCC1, Cl. Yields the product N#CCNC(=O)C1CC(S(=O)(=O)c2ccccc2)CN1CC1CCCCC1. Reaction SMILES: [C:2](#[N:3])[CH2:4][NH:5][C:6](=[O:7])[CH:8]1[NH:9][CH2:10][CH:11]([S:13](=[O:14])(=[O:15])[c:16]2[cH:17][cH:18][cH:19][cH:20][cH:21]2)[CH2:12]1.[CH:22]1([CH:28]=[O:29])[CH2:23][CH2:24][CH2:25][CH2:26][CH2:27]1.[ClH:1]>>[C:2](#[N:3])[CH2:4][NH:5][C:6](=[O:7])[CH:8]1[N:9]([CH2:28][CH:22]2[CH2:23][CH2:24][CH2:25][CH2:26][CH2:27]2)[CH2:10][CH:11]([S:13](=[O:14])(=[O:15])[c:16]2[cH:17][cH:18][cH:19][cH:20][cH:21]2)[CH2:12]1. Reactants: BrCC=1C=C(C=2C=NN(C2C1)C1CCCC1)C(=O)NCC=1C(NC(=CC1C)C)=O (6-(bromomethyl)-1-cyclopentyl-N-((4,6-dimethyl-2-oxo-1,2-dihydro pyridine-3-yl)methyl)-1H-indazole-4-carboxamide). RXN SMILES: Br[CH2:2][C:3]1[CH:4]=[C:5]([C:17]([NH:19][CH2:20][C:21]2[C:22](=[O:29])[NH:23][C:24]([CH3:28])=[CH:25][C:26]=2[CH3:27])=[O:18])[C:6]2[CH:7]=[N:8][N:9]([CH:12]3[CH2:16][CH2:15][CH2:14][CH2:13]3)[C:10]=2[CH:11]=1>CO.[Pd]>[CH:12]1([N:9]2[C:10]3[CH:11]=[C:3]([CH3:2])[CH:4]=[C:5]([C:17]([NH:19][CH2:20][C:21]4[C:22](=[O:29])[NH:23][C:24]([CH3:28])=[CH:25][C:26]=4[CH3:27])=[O:18])[C:6]=3[CH:7]=[N:8]2)[CH2:13][CH2:14][CH2:15][CH2:16]1. Yields the product C1(CCCC1)N1N=CC=2C(=CC(=CC12)C)C(=O)NCC=1C(NC(=CC1C)C)=O (1-cyclopentyl-N-((4,6-dimethyl-2-oxo-1,2-dihydropyridin-3-yl)methyl)-6-methyl-1H-indazole-4-carboxamide). The reagents and catalysts are [Pd] (Pd—C). Reaction conditions: time 1 hour. Reported procedure: 6-(bromomethyl)-1-cyclopentyl-N-((4,6-dimethyl-2-oxo-1,2-dihydro pyridine-3-yl)methyl)-1H-indazole-4-carboxamide (0.05 g, 0.13 mmol) was dissolved in methanol (2 mL) and Pd—C(10%, 0.01 g) was added to it. The resulting reaction mixture was stirred at room temperature for 1 h. On completion, the reaction mixture was filtered and concentrated to obtain solid compound which was washed with ether and pentane affording pure target compound (0.045 g, 91.89%). LCMS: 379.30 (M+1)+; HPLC: 98.15% (@ 254 n... Solvent: CO (methanol). Starting materials: CC1(O)CCC2CC1(O)C2(C)C, C1CCOC1, CS(C)=O, [Li]CCCC, CC(Cl)B(O)O, Cl, CC(C)(O)C(C)(C)O, OCc1ccccc1. The product is CC1(O)CCC2CC1(O)C2(C)C, CC(OCc1ccccc1)B(O)O. RXN SMILES: [C:33]12([OH:44])[C:34]([CH3:42])([OH:43])[CH2:35][CH2:36][CH:37]([C:38]1([CH3:39])[CH3:40])[CH2:41]2.[CH2:45]1[O:46][CH2:47][CH2:48][CH2:49]1.[CH3:14][S:15]([CH3:16])=[O:17].[CH3:1][CH2:2][CH2:3][CH2:4][Li:5].[Cl:18][CH:19]([CH3:20])[B:21]([OH:22])[OH:23].[ClH:32].[OH:24][C:25]([C:26]([OH:27])([CH3:28])[CH3:29])([CH3:30])[CH3:31].[OH:6][CH2:7][c:8]1[cH:9][cH:10][cH:11][cH:12][cH:13]1>>[C:33]12([OH:44])[C:34]([CH3:42])([OH:43])[CH2:35][CH2:36][CH:37]([C:38]1([CH3:39])[CH3:40])[CH2:41]2.[O:6]([CH2:7][c:8]1[cH:9][cH:10][cH:11][cH:12][cH:13]1)[CH:19]([CH3:20])[B:21]([OH:22])[OH:23]. Reactants: C(C=C)OC(=O)N1[C@@H](C[C@@H](C1)SC1=C(N2C([C@@H]([C@H]2[C@H]1C)[C@@H](C)O)=O)C(=O)OCC=C)COCCF (allyl (4R,5S,6S)-3-[(2S,4S)-1-allyloxycarbonyl-2-(2-fluoroethyloxymethyl)pyrrolidin-4-yl]thio-6-[(1R)-1-hydroxyethyl]-4-methyl-7-oxo-1-azabicyclo[3.2.0]hept-2-ene-2-carboxylate), N1CCOCC1 (morpholine), C1(=CC=CC=C1)P(C1=CC=CC=C1)C1=CC=CC=C1 (triphenylphosphine), C(C)O (ethanol). Reagents/catalysts: C=1C=CC(=CC1)[P](C=2C=CC=CC2)(C=3C=CC=CC3)[Pd]([P](C=4C=CC=CC4)(C=5C=CC=CC5)C=6C=CC=CC6)([P](C=7C=CC=CC7)(C=8C=CC=CC8)C=9C=CC=CC9)[P](C=1C=CC=CC1)(C=1C=CC=CC1)C=1C=CC=CC1 (Tetrakis(triphenylphosphine)palladium(0)). Run in O (water), O1CCCC1 (tetrahydrofuran). Conditions: time 2 hour. The product is (4R,5S,6S)-3-[(2S,4S)-2-(2-fluoroethyloxymethyl)pyrrolidin-4-yl]thio, CC1C=C(N2C(CC12)=O)C(=O)O (4-methyl-7-oxo-1-azabicyclo[3.2.0]hept-2-ene-2-carboxylic acid). Yield: 87.4%. As a reaction SMILES: C(OC(N1C[C@@H](S[C:13]2[C@H:19]([CH3:20])[C@H:18]3[N:15]([C:16](=[O:24])[C@@H:17]3[C@H](O)C)[C:14]=2[C:25]([O:27]CC=C)=[O:26])C[C@H]1COCCF)=O)C=C.N1CCOCC1.C1(P(C2C=CC=CC=2)C2C=CC=CC=2)C=CC=CC=1.C(O)C>O.C1C=CC([P]([Pd]([P](C2C=CC=CC=2)(C2C=CC=CC=2)C2C=CC=CC=2)([P](C2C=CC=CC=2)(C2C=CC=CC=2)C2C=CC=CC=2)[P](C2C=CC=CC=2)(C2C=CC=CC=2)C2C=CC=CC=2)(C2C=CC=CC=2)C2C=CC=CC=2)=CC=1.O1CCCC1>[CH3:20][CH:19]1[CH:18]2[N:15]([C:16](=[O:24])[CH2:17]2)[C:14]([C:25]([OH:27])=[O:26])=[CH:13]1 |^1:68,70,89,108|. Reported procedure: Tetrakis(triphenylphosphine)palladium(0) [0.32 g) was added to a solution of allyl (4R,5S,6S)-3-[(2S,4S)-1-allyloxycarbonyl-2-(2-fluoroethyloxymethyl)pyrrolidin-4-yl]thio-6-[(1R)-1-hydroxyethyl]-4-methyl-7-oxo-1-azabicyclo[3.2.0]hept-2-ene-2-carboxylate (2.35 g), morpholine (0.84 ml) and triphenylphosphine (0.24 g) in a mixture of water (3 ml), ethanol (12 ml) and tetrahydrofuran (35 ml) at ambient temperature in a stream of nitrogen, and the mixture was stirred at the same condition for 2 hours... The reactants are ClC=1C=C(N=NC1)C1=CC(=CC=C1)C(F)(F)F (5-Chloro-3-[3-(trifluoromethyl)phenyl]pyridazine), C[O-].[Na+] (NaOMe). Solvent: CO (MeOH), CO (MeOH). The product is COC=1C=C(N=NC1)C1=CC(=CC=C1)C(F)(F)F (5-methoxy-3-[3-(trifluoromethyl)phenyl]pyridazine). Yield: 74.0%. Reaction SMILES: Cl[C:2]1[CH:3]=[C:4]([C:8]2[CH:13]=[CH:12][CH:11]=[C:10]([C:14]([F:17])([F:16])[F:15])[CH:9]=2)[N:5]=[N:6][CH:7]=1.[CH3:18][O-:19].[Na+]>CO>[CH3:18][O:19][C:2]1[CH:3]=[C:4]([C:8]2[CH:13]=[CH:12][CH:11]=[C:10]([C:14]([F:17])([F:16])[F:15])[CH:9]=2)[N:5]=[N:6][CH:7]=1 |f:1.2|. Reported procedure: 5-Chloro-3-[3-(trifluoromethyl)phenyl]pyridazine (4 g, 0.015 mole, Compound No. 5) and NaOMe in MeOH (16.71 g of a 25% by weight solution, 0.077 mole) were stirred at RT under N2 in MeOH (100 mL) for 4 h. The mixture was then partitioned between ethyl acetate and water. The organic layer was dried (MgSO4), filtered and evaporated in vacuo. The crude solid was recrystallized from ethyl acetate/cyclohexane to give 5-methoxy-3-[3-(trifluoromethyl)phenyl]pyridazine (2.92 g, 74% yield, Compound No. 8... The reactants are [N+](=O)([O-])C1=CC(=C(C=C1)SCl)C(Cl)(Cl)Cl (4-nitro-2-trichloromethylbenzenesulfenyl chloride), OC1=NC(=NC=C1)S (4-hydroxy-2-mercaptopyrimidine). Solvent: O (Water). Yields the product OC1=NC(=NC=C1)SSC1=C(C=C(C=C1)[N+](=O)[O-])C(Cl)(Cl)Cl (4-hydroxypyrimidin-2-yl-dithio-(4-nitro-2-trichloromethylbenzene)). Isolated yield 94.1%. As a reaction SMILES: [N+:1]([C:4]1[CH:9]=[CH:8][C:7]([S:10]Cl)=[C:6]([C:12]([Cl:15])([Cl:14])[Cl:13])[CH:5]=1)([O-:3])=[O:2].[OH:16][C:17]1[CH:22]=[CH:21][N:20]=[C:19]([SH:23])[N:18]=1>O>[OH:16][C:17]1[CH:22]=[CH:21][N:20]=[C:19]([S:23][S:10][C:7]2[CH:8]=[CH:9][C:4]([N+:1]([O-:3])=[O:2])=[CH:5][C:6]=2[C:12]([Cl:15])([Cl:14])[Cl:13])[N:18]=1. Procedure details: 61.4 g of 4-nitro-2-trichloromethylbenzenesulfenyl chloride are reacted with 26.6 g of 4-hydroxy-2-mercaptopyrimidine by a method similar to that described in Example 7. Water is then added and the product is filtered off. 75 g (94% of theory) of 4-hydroxypyrimidin-2-yl-dithio-(4-nitro-2-trichloromethylbenzene), of melting point 174° C., are obtained.